The task is: describe an organic reaction: reactants, conditions, products, and yield. This data is from the Open Reaction Database (ORD), a public repository of structured organic reaction records. The reactants are ClC1=C(CN(CCCOC2=CC(=C(C=C2)Cl)[N+](=O)[O-])CC(C2=CC=CC=C2)C2=CC=CC=C2)C=CC=C1C(F)(F)F ((2-Chloro-3-trifluoromethyl-benzyl)-(2,2-diphenyl-ethyl)-[3-(4-chloro-3-nitro-phenoxy)-propyl]-amine). The reagents and catalysts are [Pd] (Pd/C). The solvent is Cl.CCOCC (HCl Et2O). Run at time 24 hour. The product is ClC1=C(C=C(C=C1)OCCCN(CC(C1=CC=CC=C1)C1=CC=CC=C1)CC1=C(C(=CC=C1)C(F)(F)F)Cl)N (2-Chloro-5-{3-[(2-chloro-3-trifluoromethyl-benzyl)-diphenylethyl-amino]-propoxy}-phenylamine). As a reaction SMILES: [Cl:1][C:2]1[C:37]([C:38]([F:41])([F:40])[F:39])=[CH:36][CH:35]=[CH:34][C:3]=1[CH2:4][N:5]([CH2:20][CH:21]([C:28]1[CH:33]=[CH:32][CH:31]=[CH:30][CH:29]=1)[C:22]1[CH:27]=[CH:26][CH:25]=[CH:24][CH:23]=1)[CH2:6][CH2:7][CH2:8][O:9][C:10]1[CH:15]=[CH:14][C:13]([Cl:16])=[C:12]([N+:17]([O-])=O)[CH:11]=1>[Pd].Cl.CCOCC>[Cl:16][C:13]1[CH:14]=[CH:15][C:10]([O:9][CH2:8][CH2:7][CH2:6][N:5]([CH2:4][C:3]2[CH:34]=[CH:35][CH:36]=[C:37]([C:38]([F:40])([F:41])[F:39])[C:2]=2[Cl:1])[CH2:20][CH:21]([C:28]2[CH:33]=[CH:32][CH:31]=[CH:30][CH:29]=2)[C:22]2[CH:23]=[CH:24][CH:25]=[CH:26][CH:27]=2)=[CH:11][C:12]=1[NH2:17] |f:2.3|. Reported procedure: (2-Chloro-3-trifluoromethyl-benzyl)-(2,2-diphenyl-ethyl)-[3-(4-chloro-3-nitro-phenoxy)-propyl]-amine (400 mg, 0.66 mmol) was hydrogenated over 10% Pd/C (40 mg) at 60 psi at room temperature in the presence of 1N HCl-Et2O (10 ml). After 24 h, the reaction mixture was filtered and concentrated in vacuo to give a heavy oil. HPLC purification of the crude amine (Phenomonex Luna Combi HTS, 5 micron C18, 275 mm×30 mm, 10% CH3CN— water gradient to 95% CH3CN) afforded the title compound as an oil. Treat... Starting materials: Cl.Cl.C(#N)C1=CC=C(C=C1)N1CCC(CC1)N(C)CCC1=CC=C(C=C1)[N+](=O)[O-] (1-(4-Cyanophenyl)-4-(N-methyl-2-(4-nitrophenyl)ethylamino)piperidine dihydrochloride). The solvent is O1CCCC1 (tetrahydrofuran). The product is NC1=CC=C(C=C1)CCN(C)C1CCN(CC1)C1=CC=C(C=C1)C#N (4-(2-(4-aminophenyl)-N-methylethylamino)-1-(4-cyanophenyl)piperidine). The yield is 99.7%. As a reaction SMILES: Cl.Cl.[C:3]([C:5]1[CH:10]=[CH:9][C:8]([N:11]2[CH2:16][CH2:15][CH:14]([N:17]([CH2:19][CH2:20][C:21]3[CH:26]=[CH:25][C:24]([N+:27]([O-])=O)=[CH:23][CH:22]=3)[CH3:18])[CH2:13][CH2:12]2)=[CH:7][CH:6]=1)#[N:4]>O1CCCC1>[NH2:27][C:24]1[CH:25]=[CH:26][C:21]([CH2:20][CH2:19][N:17]([CH:14]2[CH2:13][CH2:12][N:11]([C:8]3[CH:7]=[CH:6][C:5]([C:3]#[N:4])=[CH:10][CH:9]=3)[CH2:16][CH2:15]2)[CH3:18])=[CH:22][CH:23]=1 |f:0.1.2|. Procedure details: 1.2 g (3.3 mmol) of the product from Example 2 were hydrogenated on Pd/C (10%) in 100 ml of tetrahydrofuran and worked up in a conventional manner. 1.1 g of 4-(2-(4-aminophenyl)-N-methylethylamino)-1-(4-cyanophenyl)piperidine were obtained as an oil. 1H NMR (d6 -DMSO) δ=1.2-1.5 (2H); 1.8-1.9 (2H); 2.1 (3H); 2.4-2.7 (4H); 2.7-2.9 (2H); 3.3 (1H); 3.9 (2); 6.4 (2H); 6.8 (2H); 6.9 (2H) and 7.5 (2H) ppm. Run in ClCCl (dichloromethane). RXN SMILES: C(OC(=O)[N:7]([CH2:14][CH2:15][O:16][C:17]1[CH:22]=[C:21]([C:23](=[O:36])[N:24]([C:29]2[CH:34]=[CH:33][CH:32]=[CH:31][C:30]=2[Cl:35])[CH2:25][CH2:26][C:27]#[N:28])[CH:20]=[C:19]([Cl:37])[CH:18]=1)[C:8]1[CH:13]=[CH:12][N:11]=[CH:10][CH:9]=1)(C)(C)C.[OH2:39].[F:40][C:41]([F:46])([F:45])[C:42]([OH:44])=[O:43]>ClCCl>[F:40][C:41]([F:46])([F:45])[C:42]([OH:44])=[O:43].[C:27]([CH2:26][CH2:25][N:24]([C:29]1[CH:34]=[CH:33][CH:32]=[CH:31][C:30]=1[Cl:35])[C:23](=[O:36])[C:21]1[CH:22]=[C:17]([O:16][CH2:15][CH2:14][NH:7][C:8]2[CH:9]=[CH:10][N:11]=[CH:12][CH:13]=2)[CH:18]=[C:19]([Cl:37])[CH:20]=1)(=[O:39])[NH2:28] |f:4.5|. Reported procedure: A solution of (2-{3-chloro-5-[(2-chloro-phenyl)-(2-cyano-ethyl)-carbamoyl]-phenoxy}-ethyl)-pyridin-4-yl-carbamic acid tert-butyl ester (0.055 g) and water (0.020 ml) in a mixture of trifluoroacetic acid (1 ml) and dichloromethane (1 ml) was stirred at room temperature for 2 h and then the solvent removed under reduced pressure. The residue was purified by preparative hplc to give title compound (0.035 g) as a colourless gum by concentration of the required fraction under reduced pressure and dry... Yields the product FC(C(=O)O)(F)F.C(N)(=O)CCN(C(C1=CC(=CC(=C1)OCCNC1=CC=NC=C1)Cl)=O)C1=C(C=CC=C1)Cl (N-(2-Carbamoyl-ethyl)-3-chloro-N-(2-chloro-phenyl)-5-[2-(pyridin-4-ylamino)-ethoxy]-benzamide trifluoroacetate). Run at time 2 hour. Reactants: C(C)(C)(C)OC(N(C1=CC=NC=C1)CCOC1=CC(=CC(=C1)C(N(CCC#N)C1=C(C=CC=C1)Cl)=O)Cl)=O ((2-{3-chloro-5-[(2-chloro-phenyl)-(2-cyano-ethyl)-carbamoyl]-phenoxy}-ethyl)-pyridin-4-yl-carbamic acid tert-butyl ester), O (water), FC(C(=O)O)(F)F (trifluoroacetic acid). Reactants: OC(=O)CCCC[C@@H]1SC[C@@H]2NC(=O)N[C@H]12 (biotin), Cl.C(C)(C)(C)OC(CN)=O (glycine t-butyl ester hydrochloride), CN1CCOCC1 (N-methylmorpholine), ON1N=NC2=C1C=CC=C2 (1-hydroxybenzotriazole), 1-(3-Dimethylaminopropyl)-3-ethylcarbo-diimde hydrochloride. The solvent is CN(C)C=O (DMF). Conditions: time 7 day. Product: N[C@@H](C(C)(C)C)C(=O)C(C(O)=O)CCC[C@@H]1SC[C@@H]2NC(=O)N[C@H]12 (tert-butylglycylbiotin). Reaction SMILES: [OH:1][C:2]([CH2:4][CH2:5][CH2:6][CH2:7][C@H:8]1[C@@H:16]2[C@@H:11]([NH:12][C:13]([NH:15]2)=[O:14])[CH2:10][S:9]1)=[O:3].Cl.[C:18](OC(=O)CN)([CH3:21])([CH3:20])[CH3:19].C[N:28]1[CH2:33][CH2:32][O:31]CC1.ON1C2C=CC=CC=2N=N1>CN(C=O)C>[NH2:28][C@H:33]([C:32]([CH:4]([CH2:5][CH2:6][CH2:7][C@H:8]1[C@@H:16]2[C@@H:11]([NH:12][C:13]([NH:15]2)=[O:14])[CH2:10][S:9]1)[C:2](=[O:1])[OH:3])=[O:31])[C:18]([CH3:21])([CH3:20])[CH3:19] |f:1.2|. Procedure: To a solution of biotin (0.83 g, 3.4 mmol) in 60 mL of DMF was added glycine t-butyl ester hydrochloride (0.57 g, 3.4 mmol), N-methylmorpholine (0.92 mL, 8.36 mmol), 1-hydroxybenzotriazole (0.61 g, 3.99 mmol) and 1-(3-Dimethylaminopropyl)-3-ethylcarbo-diimde hydrochloride (0.65 g, 3.4 mmol). The reaction mixture was stirred at room temperature for 7 days. The DMF was concentrated, ethyl acetate was added, and the organic layer was washed with water, 0.5 N HCl, saturated sodium bicarbonate, and b... Reactants: CCCC[SnH](CCCC)CCCC, Cc1ccccc1, CC(C)(C#N)N=NC(C)(C)C#N, C#CCC1C(=O)N(OC2CCCCO2)C1C. The product is CCCC[Sn](C=CCC1C(=O)N(OC2CCCCO2)C1C)(CCCC)CCCC. Reaction SMILES: [CH2:17]([CH2:18][CH2:19][CH3:20])[SnH:21]([CH2:22][CH2:23][CH2:24][CH3:25])[CH2:26][CH2:27][CH2:28][CH3:29].[CH3:42][c:43]1[cH:44][cH:45][cH:46][cH:47][cH:48]1.[N:30]#[C:31][C:32]([N:33]=[N:34][C:35]([C:36]#[N:37])([CH3:38])[CH3:39])([CH3:40])[CH3:41].[O:1]1[CH:2]([O:7][N:8]2[C:9](=[O:16])[CH:10]([CH2:13][C:14]#[CH:15])[CH:11]2[CH3:12])[CH2:3][CH2:4][CH2:5][CH2:6]1>>[O:1]1[CH:2]([O:7][N:8]2[C:9](=[O:16])[CH:10]([CH2:13][CH:14]=[CH:15][Sn:21]([CH2:17][CH2:18][CH2:19][CH3:20])([CH2:22][CH2:23][CH2:24][CH3:25])[CH2:26][CH2:27][CH2:28][CH3:29])[CH:11]2[CH3:12])[CH2:3][CH2:4][CH2:5][CH2:6]1. Procedure details: To a mixture of (3RS)-1,3-dihydro-3-(2-indolylcarbonyl-amino) -5-phenyl-2H-1,4-benzodiazepine-2-one (800 mg), 1-trityl-4-chloromethylimidazole hydrochloride (790 mg) and N,N-dimethylformamide (16 ml) was added sodium hydride (62 % suspension in mineral oil, 168 mg) under stirring and cooling at 0° C. in an ice-bath. The mixture was stirred for 30 minutes at 0° to 5° C. and heated at 70° to 80° C. for 3.0 hours. To the cooled reaction mixture were added acetic acid (2.0 ml) and 6N hydrochloric ac... The yield is 32.3%. Product: N1C(=CC2=CC=CC=C12)C(=O)NC1C(N(C2=C(C(=N1)C1=CC=CC=C1)C=CC=C2)CC=2N=CNC2)=O ((3RS)-1,3-dihydro-3-(2-indolylcarbonylamino) -1-(4-imidazolylmethyl)-5-phenyl-2H-1,4-benzodiazepine-2-one). Run at temperature 0 celsius. The solvent is C(C)(=O)O (acetic acid), O (water), C(C)(=O)OCC (ethyl acetate), CN(C=O)C (N,N-dimethylformamide). Reaction SMILES: [NH:1]1[C:9]2[C:4](=[CH:5][CH:6]=[CH:7][CH:8]=2)[CH:3]=[C:2]1[C:10]([NH:12][CH:13]1[N:19]=[C:18]([C:20]2[CH:25]=[CH:24][CH:23]=[CH:22][CH:21]=2)[C:17]2[CH:26]=[CH:27][CH:28]=[CH:29][C:16]=2[NH:15][C:14]1=[O:30])=[O:11].Cl.C([N:51]1[CH:55]=[C:54]([CH2:56]Cl)[N:53]=[CH:52]1)(C1C=CC=CC=1)(C1C=CC=CC=1)C1C=CC=CC=1.[H-].[Na+].Cl>O.C(OCC)(=O)C.C(O)(=O)C.CN(C)C=O>[NH:1]1[C:9]2[C:4](=[CH:5][CH:6]=[CH:7][CH:8]=2)[CH:3]=[C:2]1[C:10]([NH:12][CH:13]1[N:19]=[C:18]([C:20]2[CH:25]=[CH:24][CH:23]=[CH:22][CH:21]=2)[C:17]2[CH:26]=[CH:27][CH:28]=[CH:29][C:16]=2[N:15]([CH2:56][C:54]2[N:53]=[CH:52][NH:51][CH:55]=2)[C:14]1=[O:30])=[O:11] |f:1.2,3.4|. The reactants are Cl (hydrochloric acid), N1C(=CC2=CC=CC=C12)C(=O)NC1C(NC2=C(C(=N1)C1=CC=CC=C1)C=CC=C2)=O ((3RS)-1,3-dihydro-3-(2-indolylcarbonyl-amino) -5-phenyl-2H-1,4-benzodiazepine-2-one), Cl.C(C1=CC=CC=C1)(C1=CC=CC=C1)(C1=CC=CC=C1)N1C=NC(=C1)CCl (1-trityl-4-chloromethylimidazole hydrochloride), [H-].[Na+] (sodium hydride). Reactants: [N+](=O)([O-])C1=C(C=CC=2C(C3=CC=CC=C3C(C12)=O)=O)C(=O)O (1-nitroanthraquinone-2-carboxylic acid), Cl (hydrochloric acid), S(=O)(=O)([O-])[O-].O[NH3+].O[NH3+] (hydroxylammonium sulfate), [OH-].[Na+] (sodium hydroxide). The solvent is O (water), C(C)(C)O (isopropanol). The product is NC1=C(C=C(C=2C(C3=CC=CC=C3C(C12)=O)=O)N)C(=O)O (1,4-diaminoanthraquinone-2-carboxylic acid). Reaction SMILES: [N+:1]([C:4]1[C:17]2[C:16](=[O:18])[C:15]3[C:10](=[CH:11][CH:12]=[CH:13][CH:14]=3)[C:9](=[O:19])[C:8]=2[CH:7]=[CH:6][C:5]=1[C:20]([OH:22])=[O:21])([O-])=O.S([O-])([O-])(=O)=O.O[NH3+:29].O[NH3+].[OH-].[Na+].Cl>O.C(O)(C)C>[NH2:1][C:4]1[C:17]2[C:16](=[O:18])[C:15]3[C:10](=[CH:11][CH:12]=[CH:13][CH:14]=3)[C:9](=[O:19])[C:8]=2[C:7]([NH2:29])=[CH:6][C:5]=1[C:20]([OH:22])=[O:21] |f:1.2.3,4.5|. Procedure: 10 parts of 1-nitroanthraquinone-2-carboxylic acid and 2 parts of hydroxylammonium sulfate are suspended at room temperature in 60 parts of isopropanol and 100 parts of 4 N sodium hydroxide. The mixture is refluxed for 3 hours, then cooled to room temperature, diluted with water and acidified with hydrochloric acid. The mixture is filtered and the filter cake is washed netural with water and dried, affording 7 parts of 1,4-diaminoanthraquinone-2-carboxylic acid. RXN SMILES: [BH4-:37].[CH3:34][CH2:35][OH:36].[CH:1]([c:2]1[cH:3][cH:4][cH:5][cH:6][cH:7]1)=[C:8]1[CH2:9][N:10]([C:15]([c:16]2[cH:17][cH:18][cH:19][cH:20][cH:21]2)([c:22]2[cH:23][cH:24][cH:25][cH:26][cH:27]2)[c:28]2[cH:29][cH:30][cH:31][cH:32][cH:33]2)[CH2:11][CH2:12][C:13]1=[O:14].[Cl-:39].[Cl:41][CH2:42][Cl:43].[NH4+:40].[Na+:38]>>[CH:1]([c:2]1[cH:3][cH:4][cH:5][cH:6][cH:7]1)=[C:8]1[CH2:9][N:10]([C:15]([c:16]2[cH:17][cH:18][cH:19][cH:20][cH:21]2)([c:22]2[cH:23][cH:24][cH:25][cH:26][cH:27]2)[c:28]2[cH:29][cH:30][cH:31][cH:32][cH:33]2)[CH2:11][CH2:12][CH:13]1[OH:14]. Yields the product OC1CCN(C(c2ccccc2)(c2ccccc2)c2ccccc2)CC1=Cc1ccccc1. The reactants are [BH4-], CCO, O=C1CCN(C(c2ccccc2)(c2ccccc2)c2ccccc2)CC1=Cc1ccccc1, [Cl-], ClCCl, [NH4+], [Na+]. The solvent is C1(=CC=CC=C1)C (toluene). Reaction SMILES: [Cl:1][C:2]1[CH:7]=[CH:6][C:5]([CH:8]2[CH2:14][C:13](=[O:15])[O:12][C:10](=O)[CH2:9]2)=[CH:4][CH:3]=1.[C:16]([NH2:25])(=[O:24])[C:17]1[C:18](=[CH:20][CH:21]=[CH:22][CH:23]=1)[NH2:19]>C1(C)C=CC=CC=1>[Cl:1][C:2]1[CH:3]=[CH:4][C:5]([CH:8]([CH2:9][C:10]2[N:25]=[C:16]([OH:24])[C:17]3[C:18](=[CH:20][CH:21]=[CH:22][CH:23]=3)[N:19]=2)[CH2:14][C:13]([OH:12])=[O:15])=[CH:6][CH:7]=1. Procedure: The solution of 3-(4-chlorophenyl)glutaric anhydride (449 mg) and anthranilamide (272 mg) in toluene (8 ml) was heated to reflux for 4 h. After removal of the solvent the residue was dried in vacuo. The off-white solid was dissolved in 2M sodium hydroxide (3 ml) and stirred under reflux for 2 h. After cooling to room temperature acetic acid (0.5 ml) was added with stirring. The precipitate formed was isolated by suction filtration, washed, and dried in vacuo to give 3-(4-chlorophenyl)-4-(4-hydro... The reactants are ClC1=CC=C(C=C1)C1CC(=O)OC(C1)=O (3-(4-chlorophenyl)glutaric anhydride), C(C=1C(N)=CC=CC1)(=O)N (anthranilamide). The product is ClC1=CC=C(C=C1)C(CC(=O)O)CC1=NC2=CC=CC=C2C(=N1)O (3-(4-chlorophenyl)-4-(4-hydroxy-2-quinazolinyl)butanoic acid). Isolated yield 83.2%.